describe an organic reaction: reactants, conditions, products, and yield From a dataset of the Open Reaction Database (ORD), a public repository of structured organic reaction records. The reactants are C(C1=CC=CC=C1)N1CCC(CC1)=CC1=CC=C(C(=O)N)C=C1 (4-(1-benzylpiperidin-4-ylidenemethyl)benzamide). The reagents and catalysts are [C].[Pd] (palladium carbon). Solvent: CO (methanol). Reaction conditions: time 5 hour. Yields the product N1CCC(CC1)CC1=CC=C(C(=O)N)C=C1 (4-(4-piperidylmethyl)benzamide). Isolated yield 86.1%. As a reaction SMILES: C([N:8]1[CH2:13][CH2:12][C:11](=[CH:14][C:15]2[CH:23]=[CH:22][C:18]([C:19]([NH2:21])=[O:20])=[CH:17][CH:16]=2)[CH2:10][CH2:9]1)C1C=CC=CC=1>[C].[Pd].CO>[NH:8]1[CH2:13][CH2:12][CH:11]([CH2:14][C:15]2[CH:23]=[CH:22][C:18]([C:19]([NH2:21])=[O:20])=[CH:17][CH:16]=2)[CH2:10][CH2:9]1 |f:1.2|. Procedure details: The compound (4267.9 g, 13.929 mol) obtained in Example 3, 10% palladium carbon (889.4 g, ca. 50% water-containing product) and methanol (38.4 L) were charged, and a hydrogenation reaction was conducted at normal pressure at 50° C. for 5 hrs. After the reaction, the reaction mixture was separated by filtration without cooling to remove the insoluble material and washed with methanol (3 L). The reaction mixture was concentrated under reduced pressure to about 10 L, and ethyl acetate (15 L) was ad... Conditions: temperature 140 celsius, time 4 hour. Reported procedure: 305 mg (1.05 mmol) of methyl 4-(2-iodoethyl)benzoate and 56 mg (0.53 mmol) of anhydrous sodium carbonate were added to a solution of 200 mg (0.35 mmol) of ethyl 5-({2-[5-fluoro-2-({4-[2-(4-fluorophenyl)ethyl]benzyl}oxy)phenyl]ethyl}amino)-5,6,7,8-tetrahydroquinoline-2-carboxylate (Enantiomer 2, Example 143A) in 3 ml of dry acetonitrile, and the mixture was stirred in a microwave apparatus (Biotage Initiator) at 140° C. for 4 hours. The reaction solution was then cooled and purified directly by p... Reactants: ICCC1=CC=C(C(=O)OC)C=C1 (methyl 4-(2-iodoethyl)benzoate), C([O-])([O-])=O.[Na+].[Na+] (sodium carbonate), FC=1C=CC(=C(C1)CCNC1C=2C=CC(=NC2CCC1)C(=O)OCC)OCC1=CC=C(C=C1)CCC1=CC=C(C=C1)F (Ethyl 5-({2-[5-fluoro-2-({4-[2-(4-fluorophenyl)ethyl]benzyl}oxy)phenyl]ethyl}amino)-5,6,7,8-tetrahydroquinoline-2-carboxylate). Reaction SMILES: I[CH2:2][CH2:3][C:4]1[CH:13]=[CH:12][C:7]([C:8]([O:10][CH3:11])=[O:9])=[CH:6][CH:5]=1.C(=O)([O-])[O-].[Na+].[Na+].[F:20][C:21]1[CH:22]=[CH:23][C:24]([O:45][CH2:46][C:47]2[CH:52]=[CH:51][C:50]([CH2:53][CH2:54][C:55]3[CH:60]=[CH:59][C:58]([F:61])=[CH:57][CH:56]=3)=[CH:49][CH:48]=2)=[C:25]([CH2:27][CH2:28][NH:29][CH:30]2[CH2:39][CH2:38][CH2:37][C:36]3[N:35]=[C:34]([C:40]([O:42][CH2:43][CH3:44])=[O:41])[CH:33]=[CH:32][C:31]2=3)[CH:26]=1>C(#N)C>[F:20][C:21]1[CH:22]=[CH:23][C:24]([O:45][CH2:46][C:47]2[CH:52]=[CH:51][C:50]([CH2:53][CH2:54][C:55]3[CH:56]=[CH:57][C:58]([F:61])=[CH:59][CH:60]=3)=[CH:49][CH:48]=2)=[C:25]([CH2:27][CH2:28][N:29]([CH2:2][CH2:3][C:4]2[CH:13]=[CH:12][C:7]([C:8]([O:10][CH3:11])=[O:9])=[CH:6][CH:5]=2)[CH:30]2[CH2:39][CH2:38][CH2:37][C:36]3[N:35]=[C:34]([C:40]([O:42][CH2:43][CH3:44])=[O:41])[CH:33]=[CH:32][C:31]2=3)[CH:26]=1 |f:1.2.3|. Run in C(C)#N (acetonitrile). The product is FC=1C=CC(=C(C1)CCN(C1C=2C=CC(=NC2CCC1)C(=O)OCC)CCC1=CC=C(C=C1)C(=O)OC)OCC1=CC=C(C=C1)CCC1=CC=C(C=C1)F (Ethyl 5-({2-[5-fluoro-2-({4-[2-(4-fluorophenyl)ethyl]benzyl}oxy)phenyl]ethyl}{2-[4-(methoxy-carbonyl)phenyl]ethyl}amino)-5,6,7,8-tetrahydroquinoline-2-carboxylate). Reaction SMILES: [Cl:1][C:2]1[C:7]2[O:8][CH2:9][O:10][C:6]=2[CH:5]=[C:4]([CH2:11]O)[CH:3]=1.O=S(Cl)[Cl:15]>ClCCl>[Cl:1][C:2]1[C:7]2[O:8][CH2:9][O:10][C:6]=2[CH:5]=[C:4]([CH2:11][Cl:15])[CH:3]=1. Conditions: time 1 hour. Yields the product ClC1=CC(=CC=2OCOC21)CCl (4-chloro-6-(chloromethyl)benzo[d][1,3]dioxole). Run in ClCCl (dichloromethane). Starting materials: ClC1=CC(=CC2=C1OCO2)CO ((7-chlorobenzo[d][1,3]dioxol-5-yl)methanol), O=S(Cl)Cl (SOCl2), ice water. Reported procedure: A mixture of (7-chlorobenzo[d][1,3]dioxol-5-yl)methanol (5.5 g, 30 mmol) and SOCl2 (5.0 mL, 67 mmol) in dichloromethane (20 mL) was stirred at room temperature for 1 h and was then poured into ice water. The organic layer was separated and the aqueous phase was extracted with dichloromethane (50 mL×3). The combined extracts were washed with water and aqueous NaHCO3 solution, dried over Na2SO4 and evaporated under reduced pressure to afford 4-chloro-6-(chloromethyl)benzo[d][1,3]dioxole, which was... Starting materials: CCOC(=O)C(C)CC=C(C)C, CC(=O)O, CCCCCC, COP(C)(=O)OC, [Li]CCCC, C1CCOC1. The product is COP(=O)(CC(=O)C(C)CC=C(C)C)OC. As a reaction SMILES: [CH2:13]([O:15][C:16](=[O:14])[CH:17]([CH2:18][CH:19]=[C:20]([CH3:21])[CH3:22])[CH3:23])[CH3:24].[CH3:25][C:26](=[O:27])[OH:28].[CH3:29][CH2:30][CH2:31][CH2:32][CH2:33][CH3:34].[CH3:6][O:7][P:8]([O:9][CH3:10])(=[O:11])[CH3:12].[Li:1][CH2:2][CH2:3][CH2:4][CH3:5].[O:35]1[CH2:36][CH2:37][CH2:38][CH2:39]1>>[CH3:6][O:7][P:8]([O:9][CH3:10])(=[O:11])[CH2:12][C:16](=[O:15])[CH:17]([CH2:18][CH:19]=[C:20]([CH3:21])[CH3:22])[CH3:23]. The reactants are O=C([O-])[O-], [K+], [K+], Cc1ccc(S(=O)(=O)Sc2cc(C)c3nc(N)sc3c2C(C)C)cc1, CN(C)C=O, CC(C)C1(CCc2ccc(O)cc2)CC(O)=CC(=O)O1. Product: Cc1cc(SC2=C(O)CC(CCc3ccc(O)cc3)(C(C)C)OC2=O)c(C(C)C)c2sc(N)nc12. RXN SMILES: [C:46](=[O:47])([O-:48])[O-:49].[K+:50].[K+:51].[NH2:1][c:2]1[s:3][c:4]2[c:5]([n:6]1)[c:7]([CH3:25])[cH:8][c:9]([S:14][S:15]([c:16]1[cH:17][cH:18][c:19]([CH3:20])[cH:21][cH:22]1)(=[O:23])=[O:24])[c:10]2[CH:11]([CH3:12])[CH3:13].[O:52]=[CH:53][N:54]([CH3:55])[CH3:56].[OH:26][C:27]1=[CH:28][C:29](=[O:45])[O:30][C:31]([CH:33]([CH3:34])[CH3:35])([CH2:36][CH2:37][c:38]2[cH:39][cH:40][c:41]([OH:44])[cH:42][cH:43]2)[CH2:32]1>>[NH2:1][c:2]1[s:3][c:4]2[c:5]([n:6]1)[c:7]([CH3:25])[cH:8][c:9]([S:14][C:28]1=[C:27]([OH:26])[CH2:32][C:31]([CH:33]([CH3:34])[CH3:35])([CH2:36][CH2:37][c:38]3[cH:39][cH:40][c:41]([OH:44])[cH:42][cH:43]3)[O:30][C:29]1=[O:45])[c:10]2[CH:11]([CH3:12])[CH3:13]. The reactants are C(C)(C)(C)OC(COC1=C(C=CC(=C1)Cl)OCC(=O)N1[C@@H](CN(CC1)CC1=CC=C(C=C1)F)CC(N)=O)=O ((2-{2-[(2R)-2-carbamoylmethyl-4-(4-fluoro-benzyl)-piperazin-1-yl]-2-oxo-ethoxy}-5-chloro-phenoxy)-acetic acid tert-butyl ester). The solvent is ClCCl (dichloromethane), FC(C(=O)O)(F)F (trifluoroacetic acid). The product is C(N)(=O)C[C@H]1N(CCN(C1)CC1=CC=C(C=C1)F)C(COC1=C(OCC(=O)O)C=C(C=C1)Cl)=O ((2-{2-[(2R)-2-Carbamoylmethyl-4-(4-fluoro-benzyl)-piperazin-1-yl]-2-oxo-ethoxy}-5-chloro-phenoxy)-acetic acid). The yield is 84.1%. As a reaction SMILES: C([O:5][C:6](=[O:38])[CH2:7][O:8][C:9]1[CH:14]=[C:13]([Cl:15])[CH:12]=[CH:11][C:10]=1[O:16][CH2:17][C:18]([N:20]1[CH2:25][CH2:24][N:23]([CH2:26][C:27]2[CH:32]=[CH:31][C:30]([F:33])=[CH:29][CH:28]=2)[CH2:22][C@H:21]1[CH2:34][C:35](=[O:37])[NH2:36])=[O:19])(C)(C)C>ClCCl.FC(F)(F)C(O)=O>[C:35]([CH2:34][C@@H:21]1[CH2:22][N:23]([CH2:26][C:27]2[CH:32]=[CH:31][C:30]([F:33])=[CH:29][CH:28]=2)[CH2:24][CH2:25][N:20]1[C:18](=[O:19])[CH2:17][O:16][C:10]1[CH:11]=[CH:12][C:13]([Cl:15])=[CH:14][C:9]=1[O:8][CH2:7][C:6]([OH:38])=[O:5])(=[O:37])[NH2:36]. Procedure: A solution of (2-{2-[(2R)-2-carbamoylmethyl-4-(4-fluoro-benzyl)-piperazin-1-yl]-2-oxo-ethoxy}-5-chloro-phenoxy)-acetic acid tert-butyl ester (0.070 g, 0.13 mmol) in dichloromethane (1 mL) and trifluoroacetic acid (0.10 mL) was stirred for 3.5 h and then concentrated. The resulting residue was diluted with dichloromethane and the excess trifluoroacetic acid was quenched with saturated aqueous sodium carbonate. The aqueous layer was neutralized with 0.1N hydrochloric acid and extracted one time wi... Reactants: BrB(Br)Br, COc1ccc(Cl)c(-c2cc(C)c3nc(Nc4cccc(S(=O)(=O)N5CCN(C)CC5)c4)nnc3c2)c1, ClCCl. Yields the product Cc1cc(-c2cc(O)ccc2Cl)cc2nnc(Nc3cccc(S(=O)(=O)N4CCN(C)CC4)c3)nc12. As a reaction SMILES: [B:38]([Br:39])([Br:40])[Br:41].[Cl:1][c:2]1[c:3](-[c:10]2[cH:11][c:12]3[c:13]([n:14][c:15]([NH:18][c:19]4[cH:20][c:21]([S:25](=[O:26])(=[O:27])[N:28]5[CH2:29][CH2:30][N:31]([CH3:34])[CH2:32][CH2:33]5)[cH:22][cH:23][cH:24]4)[n:16][n:17]3)[c:35]([CH3:37])[cH:36]2)[cH:4][c:5]([O:8][CH3:9])[cH:6][cH:7]1.[Cl:42][CH2:43][Cl:44]>>[Cl:1][c:2]1[c:3](-[c:10]2[cH:11][c:12]3[c:13]([n:14][c:15]([NH:18][c:19]4[cH:20][c:21]([S:25](=[O:26])(=[O:27])[N:28]5[CH2:29][CH2:30][N:31]([CH3:34])[CH2:32][CH2:33]5)[cH:22][cH:23][cH:24]4)[n:16][n:17]3)[c:35]([CH3:37])[cH:36]2)[cH:4][c:5]([OH:8])[cH:6][cH:7]1.